From a dataset of the Open Reaction Database (ORD), a public repository of structured organic reaction records. describe an organic reaction: reactants, conditions, products, and yield Reactants: CC1=C(C=CC=C1)P(C1=C(C=CC=C1)C)C1=C(C=CC=C1)C (tris(2-methylphenyl)phosphine), COC(C(CC=C)NC(C1=C(C=CC=C1Cl)Cl)=O)=O (2-(2,6-dichlorobenzamido)pent-4-enoic acid methyl ester), IC1=CC=C(C=C1)N(C1=NC=CC=N1)C (N-(4-iodophenyl)-N-methylpyrimidin-2-amine), C([O-])([O-])=O.[K+].[K+] (potassium carbonate). The reagents and catalysts are C(C)(=O)[O-].[Pd+2].C(C)(=O)[O-] (palladium acetate). Solvent: CN(C)C=O (DMF), C(C)(=O)OCC (ethyl acetate). Run at temperature 80 celsius, time 3 hour. Yields the product COC(C(C\C=C\C1=CC=C(C=C1)N(C1=NC=CC=N1)C)NC(C1=C(C=CC=C1Cl)Cl)=O)=O ((E)-2-(2,6-dichlorobenzamido)-5-[4-(methyl-pyrimidin-2-ylamino)phenyl]pent-4-enoic acid methyl ester). Yield: 67.3%. Reaction SMILES: CC1C=CC=CC=1P(C1C=CC=CC=1C)C1C=CC=CC=1C.[CH3:23][O:24][C:25](=[O:41])[CH:26]([NH:30][C:31](=[O:40])[C:32]1[C:37]([Cl:38])=[CH:36][CH:35]=[CH:34][C:33]=1[Cl:39])[CH2:27][CH:28]=[CH2:29].I[C:43]1[CH:48]=[CH:47][C:46]([N:49]([CH3:56])[C:50]2[N:55]=[CH:54][CH:53]=[CH:52][N:51]=2)=[CH:45][CH:44]=1.C(=O)([O-])[O-].[K+].[K+]>CN(C=O)C.C([O-])(=O)C.[Pd+2].C([O-])(=O)C.C(OCC)(=O)C>[CH3:23][O:24][C:25](=[O:41])[CH:26]([NH:30][C:31](=[O:40])[C:32]1[C:33]([Cl:39])=[CH:34][CH:35]=[CH:36][C:37]=1[Cl:38])[CH2:27]/[CH:28]=[CH:29]/[C:43]1[CH:48]=[CH:47][C:46]([N:49]([CH3:56])[C:50]2[N:51]=[CH:52][CH:53]=[CH:54][N:55]=2)=[CH:45][CH:44]=1 |f:3.4.5,7.8.9|. Procedure: Under an argon atmosphere, palladium acetate (170.8 mg) and tris(2-methylphenyl)phosphine (222.2 mg) were added to a suspension of 2-(2,6-dichlorobenzamido)pent-4-enoic acid methyl ester (2.20 g), N-(4-iodophenyl)-N-methylpyrimidin-2-amine (2.27 g) and potassium carbonate (1.51 g) in DMF (20 ml), and the resulting mixture was stirred at 80° C. for 3 hours. After cooling the reaction solution to room temperature, ethyl acetate was added to the reaction solution, and the resulting mixture was wash... Starting materials: O=C(O)C(F)(F)F, CC(C)(C)OC(=O)CN1CCc2c(C(=O)NCCn3cc(C(c4ccccc4)c4ccccc4)ccc3=O)cccc21. The product is O=C(O)CN1CCc2c(C(=O)NCCn3cc(C(c4ccccc4)c4ccccc4)ccc3=O)cccc21. RXN SMILES: [F:43][C:44]([F:45])([F:46])[C:47]([OH:48])=[O:49].[c:1]1([CH:7]([c:8]2[cH:9][cH:10][c:11](=[O:36])[n:12]([CH2:14][CH2:15][NH:16][C:17](=[O:18])[c:19]3[c:20]4[c:24]([cH:25][cH:26][cH:27]3)[N:23]([CH2:28][C:29](=[O:30])[O:31][C:32]([CH3:33])([CH3:34])[CH3:35])[CH2:22][CH2:21]4)[cH:13]2)[c:37]2[cH:38][cH:39][cH:40][cH:41][cH:42]2)[cH:2][cH:3][cH:4][cH:5][cH:6]1>>[c:1]1([CH:7]([c:8]2[cH:9][cH:10][c:11](=[O:36])[n:12]([CH2:14][CH2:15][NH:16][C:17](=[O:18])[c:19]3[c:20]4[c:24]([cH:25][cH:26][cH:27]3)[N:23]([CH2:28][C:29](=[O:30])[OH:31])[CH2:22][CH2:21]4)[cH:13]2)[c:37]2[cH:38][cH:39][cH:40][cH:41][cH:42]2)[cH:2][cH:3][cH:4][cH:5][cH:6]1.